This data is from the Open Reaction Database (ORD), a public repository of structured organic reaction records. The task is: describe an organic reaction: reactants, conditions, products, and yield The reactants are CCC1(COCc2ccccc2)COC(C)(C)OC1, CO, O. Yields the product CCC(CO)(CO)COCc1ccccc1. Reaction SMILES: [CH2:1]([c:2]1[cH:3][cH:4][cH:5][cH:6][cH:7]1)[O:8][CH2:9][C:10]1([CH2:18][CH3:19])[CH2:11][O:12][C:13]([CH3:16])([CH3:17])[O:14][CH2:15]1.[CH3:21][OH:22].[OH2:20]>>[CH2:1]([c:2]1[cH:3][cH:4][cH:5][cH:6][cH:7]1)[O:8][CH2:9][C:10]([CH2:11][OH:12])([CH2:15][OH:14])[CH2:18][CH3:19]. Reactants: CSC(C(=O)OC)(C)C=1SC=CC1 (Methyl α-methylthio-α-(2-thienyl)propionate), C(C)OCC (diethyl ether). The reagents and catalysts are S(=O)(=O)([O-])[O-].[Cu+2] (copper sulfate), [Zn] (zinc). Run in C(C)(=O)O (acetic acid). Product: S1C(=CC=C1)C(C(=O)OC)C (methyl α-(2-thienyl)propionate). The yield is 0.1%. As a reaction SMILES: CS[C:3]([C:9]1[S:10][CH:11]=[CH:12][CH:13]=1)([CH3:8])[C:4]([O:6][CH3:7])=[O:5].C(OCC)C>C(O)(=O)C.S([O-])([O-])(=O)=O.[Cu+2].[Zn]>[S:10]1[CH:11]=[CH:12][CH:13]=[C:9]1[CH:3]([CH3:8])[C:4]([O:6][CH3:7])=[O:5] |f:3.4|. Reported procedure: Methyl α-methylthio-α-(2-thienyl)propionate (432 g) was dissolved in 4 ml of acetic acid, and 32 mg of anhydrous copper sulfate and 400 mg of zinc powder were added. With stirring, the mixture was heated under reflux for 3.5 hours. After cooling, 30 ml of diethyl ether was added, and the insoluble matter was separated by filtration, followed by washing with 10 ml of diethyl ether. The filtrate and the washing were combined, and washed with 10 ml of water. After 20 ml of water was further added, ... The reactants are COC=1C=C2C(N(C=NC2=CC1OCCCN1CCCCC1)COC(C(C)(C)C)=O)=O (6-methoxy-7-(3-piperidinopropoxy)-3-((pivaloyloxy)methyl)-3,4-dihydroquinazolin-4-one). Run in N (ammonia), CO (methanol). Product: COC=1C=C2C(NC=NC2=CC1OCCCN1CCCCC1)=O (6-methoxy-7-(3-piperidinopropoxy)-3,4-dihydroquinazolin-4-one). The yield is 95.4%. RXN SMILES: [CH3:1][O:2][C:3]1[CH:4]=[C:5]2[C:10](=[CH:11][C:12]=1[O:13][CH2:14][CH2:15][CH2:16][N:17]1[CH2:22][CH2:21][CH2:20][CH2:19][CH2:18]1)[N:9]=[CH:8][N:7](COC(=O)C(C)(C)C)[C:6]2=[O:31]>N.CO>[CH3:1][O:2][C:3]1[CH:4]=[C:5]2[C:10](=[CH:11][C:12]=1[O:13][CH2:14][CH2:15][CH2:16][N:17]1[CH2:22][CH2:21][CH2:20][CH2:19][CH2:18]1)[N:9]=[CH:8][NH:7][C:6]2=[O:31]. Procedure: A solution of 6-methoxy-7-(3-piperidinopropoxy)-3-((pivaloyloxy)methyl)-3,4-dihydroquinazolin-4-one (2.35 g, 5.45 mmol) in 7M ammonia in methanol (50 ml) was stirred overnight at ambient temperature. The volatiles were removed under vacuum and the residue was triturated with ether, filtered and washed with ether followed by ether/methylene chloride (1/1) and dried under vacuum to give 6-methoxy-7-(3-piperidinopropoxy)-3,4-dihydroquinazolin-4-one (1.65 g, 95%). The reactants are COC=1C=C(C2=C(CCN(CC2)C(=O)OC(C)(C)C)N1)OC (tert-Butyl 2,4-dimethoxy-5,6,8,9-tetrahydro-7H-pyrido[2,3-d]azepine-7-carboxylate). Solvent: Cl (HCl). Reaction conditions: time 16 hour. The product is COC=1C=C(C2=C(CCNCC2)N1)OC (2,4-dimethoxy-6,7,8,9-tetrahydro-5H-pyrido[2,3-d]azepine). RXN SMILES: [CH3:1][O:2][C:3]1[CH:4]=[C:5]([O:21][CH3:22])[C:6]2[CH2:12][CH2:11][N:10](C(OC(C)(C)C)=O)[CH2:9][CH2:8][C:7]=2[N:20]=1>Cl>[CH3:1][O:2][C:3]1[CH:4]=[C:5]([O:21][CH3:22])[C:6]2[CH2:12][CH2:11][NH:10][CH2:9][CH2:8][C:7]=2[N:20]=1. Reported procedure: Ag2CO3 (1.63 mmol, 449 mg) was added to a solution of tert-butyl 4-hydroxy-2-oxo-1,2,5,6,8,9-hexahydro-7H-pyrido[2,3-d]azepine-7-carboxylate (91.0 mg, 0.325 mmol) in DCM (1.5 ml) at room temperature. After 10 min of stirring, MeI (1.63 mmol, 106 μl) was added. After 15 h of stirring, sat. aq. NH4Cl was added and the mixture was extracted with DCM. The organic layer was washed with water, dried over Na2SO4 and concentrated under reduced pressure. The crude product was purified by column chromatog... Solvent: O (water). The product is C1(CCCCCC1)C1=NN=C(S1)N1C(N(CCC1O)C)=O (tetrahydro-1-(5-cycloheptyl-1,3,4-thiadiazol-2-yl)-3-methyl-6-hydroxy-2(1H)-pyrimidinone). The reactants are dimethyl acetal, CN(C(=O)NC=1SC(=NN1)C1CCCCCC1)CCC=O (3-[1-methyl-3-(5-cycloheptyl-1,3,4-thiadiazol-2-yl)ureido]propionaldehyde), Cl (hydrochloric acid). As a reaction SMILES: [CH3:1][N:2]([CH2:18][CH2:19][CH:20]=[O:21])[C:3]([NH:5][C:6]1[S:7][C:8]([CH:11]2[CH2:17][CH2:16][CH2:15][CH2:14][CH2:13][CH2:12]2)=[N:9][N:10]=1)=[O:4].Cl>O>[CH:11]1([C:8]2[S:7][C:6]([N:5]3[CH:20]([OH:21])[CH2:19][CH2:18][N:2]([CH3:1])[C:3]3=[O:4])=[N:10][N:9]=2)[CH2:12][CH2:13][CH2:14][CH2:15][CH2:16][CH2:17]1. Procedure details: The dimethyl acetal of 3-[1-methyl-3-(5-cycloheptyl-1,3,4-thiadiazol-2-yl)ureido]propionaldehyde (15 grams), water (400 ml) and hydrochloric acid (4 ml) are charged into a glass reaction vessel equipped with a mechanical stirrer, thermometer and reflux condenser. The reaction mixture is heated at reflux for a period of about 15 minutes. The reaction mixture is then filtered while hot and the filtrate is cooled resulting in the formation of a precipitate. The precipitate is recovered by filtratio... The reactants are C1(=CC=C(C=C1)S(=O)(=O)OCC(C)C1=CC=C(C=C1)C(C1=CC=CC=C1)=O)C (2-(4-benzoylphenyl)propyl p-toluenesulfonate), C(C1=CC=CC=C1)N1CCNCC1 (1-benzylpiperazine). Run in C(C)#N (acetonitrile). Product: C(C1=CC=CC=C1)(=O)C1=CC=C(C=C1)C(CN1CCN(CC1)CC1=CC=CC=C1)C (1-[2-(4-benzoylphenyl)propyl]-4-benzylpiperazine). RXN SMILES: C1(C)C=CC(S(O[CH2:11][CH:12]([C:14]2[CH:19]=[CH:18][C:17]([C:20](=[O:27])[C:21]3[CH:26]=[CH:25][CH:24]=[CH:23][CH:22]=3)=[CH:16][CH:15]=2)[CH3:13])(=O)=O)=CC=1.[CH2:29]([N:36]1[CH2:41][CH2:40][NH:39][CH2:38][CH2:37]1)[C:30]1[CH:35]=[CH:34][CH:33]=[CH:32][CH:31]=1>C(#N)C>[C:20]([C:17]1[CH:16]=[CH:15][C:14]([CH:12]([CH3:13])[CH2:11][N:39]2[CH2:40][CH2:41][N:36]([CH2:29][C:30]3[CH:31]=[CH:32][CH:33]=[CH:34][CH:35]=3)[CH2:37][CH2:38]2)=[CH:19][CH:18]=1)(=[O:27])[C:21]1[CH:22]=[CH:23][CH:24]=[CH:25][CH:26]=1. Procedure: Reaction of 2-(4-benzoylphenyl)propyl p-toluenesulfonate with 1-benzylpiperazine in acetonitrile and isolation of the product in the form of the free base affords 1-[2-(4-benzoylphenyl)propyl]-4-benzylpiperazine. Conversion of the latter to the ethylene glycol ketal, catalytic reduction of the latter over palladium-on-charcoal at a hydrogen pressure of 50 p.s.i. in order to effect catalytic debenzylation thereof using the manipulative procedure described in Example 10 above, cleavage of the keta...